Dataset: the Open Reaction Database (ORD), a public repository of structured organic reaction records. Task: describe an organic reaction: reactants, conditions, products, and yield Reactants: CCN(C(=O)OC(C)(C)C)C(C)C(=O)O, NCCCc1ccccc1. The product is CCN(C(=O)OC(C)(C)C)C(C)C(=O)NCCCc1ccccc1. Reaction SMILES: [C:1]([CH3:2])([CH3:3])([CH3:4])[O:5][C:6](=[O:7])[N:8]([CH:9]([CH3:10])[C:11](=[O:12])[OH:13])[CH2:14][CH3:15].[c:16]1([CH2:22][CH2:23][CH2:24][NH2:25])[cH:17][cH:18][cH:19][cH:20][cH:21]1>>[C:1]([CH3:2])([CH3:3])([CH3:4])[O:5][C:6](=[O:7])[N:8]([CH:9]([CH3:10])[C:11](=[O:13])[NH:25][CH2:24][CH2:23][CH2:22][c:16]1[cH:17][cH:18][cH:19][cH:20][cH:21]1)[CH2:14][CH3:15]. Starting materials: ClC1=C(C=2N=C(C(=NC2C=C1Cl)OC)OC)C(=O)N (6,7-Dichloro-2,3-dimethoxyquinoxaline-5-carboxamide), COC(N(C)C)OC (N,N-dimethylformamide dimethyl acetal). Yields the product CN(C=NC(=O)C1=C2N=C(C(=NC2=CC(=C1Cl)Cl)OC)OC)C (N1,N1-dimethyl-N2-[6,7-dichloro-2,3-dimethoxyquinoxalin-5-ylcarbonyl]formamidine). Isolated yield 92.0%. Reaction SMILES: [Cl:1][C:2]1[C:11]([Cl:12])=[CH:10][C:9]2[N:8]=[C:7]([O:13][CH3:14])[C:6]([O:15][CH3:16])=[N:5][C:4]=2[C:3]=1[C:17]([NH2:19])=[O:18].CO[CH:22](OC)[N:23]([CH3:25])[CH3:24]>>[CH3:22][N:23]([CH3:25])[CH:24]=[N:19][C:17]([C:3]1[C:2]([Cl:1])=[C:11]([Cl:12])[CH:10]=[C:9]2[C:4]=1[N:5]=[C:6]([O:15][CH3:16])[C:7]([O:13][CH3:14])=[N:8]2)=[O:18]. Procedure: 6,7-Dichloro-2,3-dimethoxyquinoxaline-5-carboxamide (Preparation 24, 1.96 g, 6.49 mmol) in N,N-dimethylformamide dimethyl acetal (25 mL) was heated under reflux for 2 hours. After being cooled the mixture was concentrated under reduced pressure and the residue triturated with diethyl ether to afford N1,N1-dimethyl-N2-[6,7-dichloro-2,3-dimethoxyquinoxalin-5-ylcarbonyl]formamidine (2.14 g, 92%) as a pale yellow solid. RXN SMILES: [Br:15][CH:16]([C:17](=[O:18])[O:19][CH3:20])[CH3:21].[CH3:1][c:2]1[s:3][cH:4][c:5]([CH3:8])[c:6]1[NH2:7].[CH3:22][N:23]([CH3:24])[CH:25]=[O:26].[K+:10].[K+:9].[O-:11][C:12]([O-:13])=[O:14]>>[CH3:1][c:2]1[s:3][cH:4][c:5]([CH3:8])[c:6]1[NH:7][CH:16]([C:17](=[O:18])[O:19][CH3:20])[CH3:21]. Starting materials: COC(=O)C(C)Br, Cc1csc(C)c1N, CN(C)C=O, [K+], [K+], O=C([O-])[O-]. Yields the product COC(=O)C(C)Nc1c(C)csc1C. Reactants: OC1(N(C(OC12CCNCC2)=O)CCC)C (4-hydroxy-4-methyl-2-oxo-3-n-propyl-1-oxa-3,8-diazaspiro[4,5]decane), C([O-])([O-])=O.[K+].[K+] (potassium carbonate), FC1=CC=C(C=C1)C(=CCBr)C1=CC=C(C=C1)F (3,3-bis(4-fluorophenyl)-2-propenyl bromide). Solvent: CC(=O)C (acetone), CC(=O)C (acetone). The product is FC1=CC=C(C=C1)C(=CCN1CCC2(C(N(C(O2)=O)CCC)(C)O)CC1)C1=CC=C(C=C1)F (8-[3,3-bis(4-fluorophenyl)-2-propenyl]-4-hydroxy-4-methyl-2-oxo-3-n-propyl-1-oxa-3,8-diazaspiro[4,5]decane). Yield: 86.0%. RXN SMILES: [F:1][C:2]1[CH:7]=[CH:6][C:5]([C:8]([C:12]2[CH:17]=[CH:16][C:15]([F:18])=[CH:14][CH:13]=2)=[CH:9][CH2:10]Br)=[CH:4][CH:3]=1.[OH:19][C:20]1([CH3:34])[C:24]2([CH2:29][CH2:28][NH:27][CH2:26][CH2:25]2)[O:23][C:22](=[O:30])[N:21]1[CH2:31][CH2:32][CH3:33].C(=O)([O-])[O-].[K+].[K+]>CC(C)=O>[F:1][C:2]1[CH:7]=[CH:6][C:5]([C:8]([C:12]2[CH:17]=[CH:16][C:15]([F:18])=[CH:14][CH:13]=2)=[CH:9][CH2:10][N:27]2[CH2:28][CH2:29][C:24]3([O:23][C:22](=[O:30])[N:21]([CH2:31][CH2:32][CH3:33])[C:20]3([OH:19])[CH3:34])[CH2:25][CH2:26]2)=[CH:4][CH:3]=1 |f:2.3.4|. Procedure: 9.3 g of 3,3-bis(4-fluorophenyl)-2-propenyl bromide dissolved in 50 ml of acetone are portionwise added to a mixture containing 6.85 g of 4-hydroxy-4-methyl-2-oxo-3-n-propyl-1-oxa-3,8-diazaspiro[4,5]decane and 4.2 g of anhydrous potassium carbonate in 68 ml of anhydrous acetone at room temperature during 1 hour while stirring, then the reaction mixture is stirred at room temperature for an additional 1 hour. After filtering off the inorganic salts and evaporating the solvent under reduced pressu... The reactants are ClC=1C=C(C=CC1Cl)CC(=O)OCC1=CC=CC=C1 (benzyl 3,4-dichlorophenylacetate), [H-].[Na+] (sodium hydride), Cl (hydrochloric acid), ice water, ClCC(=O)[O-].[Na+] (sodium chloroacetate). Run in C1(=CC=CC=C1)C (toluene), C(C)(=O)OCC (ethyl acetate), CS(=O)C (DMSO), CS(=O)C (DMSO), CCCCCCC (heptane). Reaction conditions: temperature 25 celsius, time 45 minute. The product is ClC=1C=C(C=CC1Cl)C(CC(=O)O)C(=O)OCC1=CC=CC=C1 (3-(3,4-Dichlorophenyl)-3-benzyloxycarbonylpropionic Acid). Isolated yield 74.7%. RXN SMILES: [H-].[Na+].[Cl:3][C:4]1[CH:5]=[C:6]([CH2:11][C:12]([O:14][CH2:15][C:16]2[CH:21]=[CH:20][CH:19]=[CH:18][CH:17]=2)=[O:13])[CH:7]=[CH:8][C:9]=1[Cl:10].Cl[CH2:23][C:24]([O-:26])=[O:25].[Na+].Cl>CCCCCCC.C1(C)C=CC=CC=1.C(OCC)(=O)C.CS(C)=O>[Cl:3][C:4]1[CH:5]=[C:6]([CH:11]([C:12]([O:14][CH2:15][C:16]2[CH:17]=[CH:18][CH:19]=[CH:20][CH:21]=2)=[O:13])[CH2:23][C:24]([OH:26])=[O:25])[CH:7]=[CH:8][C:9]=1[Cl:10] |f:0.1,3.4|. Reported procedure: To a DMSO (50 ml) suspension of 3.63 g (0.100 mol) of sodium hydride, a DMSO solution (30 ml) of 31.57 g (0.100 mol) of benzyl 3,4-dichlorophenylacetate was added at a temperature of 30° C. or below over a period of 45 minutes, and then the solution was further stirred at an internal temperature of 25° C. for 45 minutes. Then 11.65 g (0.100 mol) of sodium chloroacetate was added over a period of 10 minutes and the suspension was stirred at an internal temperature of 25° C. for 18.5 hours. The re... The reactants are FC1=C(C=CC(=C1)OC1=NC=NC(=C1)NC(=O)N(C1CCN(CC1)C)C)NC(OCC1=CC=CC=C1)=O (Benzyl N-(2-fluoro-4-{6-[3-methyl-3-(1-methylpiperidin-4-yl)ureido]pyrimidin-4-yloxy}phenyl)carbamate). Reagents/catalysts: [OH-].[Pd+2].[OH-].[C] (palladium hydroxide carbon). Run in O1CCCC1 (tetrahydrofuran). Reaction conditions: time 10 hour. The product is NC1=C(C=C(OC2=CC(=NC=N2)NC(N(C2CCN(CC2)C)C)=O)C=C1)F (3-[6-(4-amino-3-fluorophenoxy)pyrimidin-4-yl]-1-methyl-1-(1-methylpiperidin-4-yl)urea). Reaction SMILES: [F:1][C:2]1[CH:7]=[C:6]([O:8][C:9]2[CH:14]=[C:13]([NH:15][C:16]([N:18]([CH3:26])[CH:19]3[CH2:24][CH2:23][N:22]([CH3:25])[CH2:21][CH2:20]3)=[O:17])[N:12]=[CH:11][N:10]=2)[CH:5]=[CH:4][C:3]=1[NH:27]C(=O)OCC1C=CC=CC=1>O1CCCC1.[OH-].[Pd+2].[OH-].[C]>[NH2:27][C:3]1[CH:4]=[CH:5][C:6]([O:8][C:9]2[N:10]=[CH:11][N:12]=[C:13]([NH:15][C:16](=[O:17])[N:18]([CH3:26])[CH:19]3[CH2:24][CH2:23][N:22]([CH3:25])[CH2:21][CH2:20]3)[CH:14]=2)=[CH:7][C:2]=1[F:1] |f:2.3.4.5|. Reported procedure: Benzyl N-(2-fluoro-4-{6-[3-methyl-3-(1-methylpiperidin-4-yl)ureido]pyrimidin-4-yloxy}phenyl)carbamate (189 mg) was dissolved in tetrahydrofuran (20 ml). After adding 20% palladium hydroxide-carbon (104 mg), the mixture was stirred for 10 hours under a hydrogen atmosphere. The catalyst was filtered and washed with ethyl acetate. The filtrate and the washings were combined and concentrated under reduced pressure to provide crude 3-[6-(4-amino-3-fluorophenoxy)pyrimidin-4-yl]-1-methyl-1-(1-methylpip... Starting materials: CO, O=Cc1cc2nccc(Cl)c2s1, Cl, NO, O. The product is ON=Cc1cc2nccc(Cl)c2s1. RXN SMILES: [CH3:16][OH:17].[Cl:1][c:2]1[c:3]2[c:4]([n:5][cH:6][cH:7]1)[cH:8][c:9]([CH:11]=[O:12])[s:10]2.[ClH:15].[NH2:13][OH:14].[OH2:18]>>[Cl:1][c:2]1[c:3]2[c:4]([n:5][cH:6][cH:7]1)[cH:8][c:9]([CH:11]=[N:13][OH:14])[s:10]2.